Dataset: the Open Reaction Database (ORD), a public repository of structured organic reaction records. Task: describe an organic reaction: reactants, conditions, products, and yield The reactants are C(C)(C)(C)OC(=O)N[C@@H]1[C@@H](CCCC1)NC1=C(C2=C(C(=N1)Cl)C(N(C2)C(=O)OC(C)(C)C)=O)F (tert-butyl 6-((1R,2S)-2-(tert-butoxycarbonylamino)cyclohexylamino)-4-chloro-7-fluoro-3-oxo-1H-pyrrolo[3,4-c]pyridine-2(3H)-carboxylate), FC1=CC=C(/C=C/B(O)O)C=C1 ((E)-4-fluorostyrylboronic acid), C([O-])([O-])=O.[Na+].[Na+] (sodium carbonate). Reagents/catalysts: Cl[Pd]([P](C1=CC=CC=C1)(C2=CC=CC=C2)C3=CC=CC=C3)([P](C4=CC=CC=C4)(C5=CC=CC=C5)C6=CC=CC=C6)Cl (PdCl2(PPh3)2). The solvent is O1CCOCC1 (dioxane), O (water). Reaction conditions: temperature 85 celsius. Yields the product C(C)(C)(C)OC(=O)N[C@@H]1[C@@H](CCCC1)NC1=C(C2=C(C(=N1)\C=C\C1=CC=C(C=C1)F)C(N(C2)C(=O)OC(C)(C)C)=O)F (tert-butyl 6-(((1R,2S)-2-((tert-butoxycarbonyl)amino)cyclohexyl)amino)-7-fluoro-4-((E)-4-fluorostyryl)-3-oxo-1H-pyrrolo[3,4-c]pyridine-2(3H)-carboxylate). Reaction SMILES: [C:1]([O:5][C:6]([NH:8][C@H:9]1[CH2:14][CH2:13][CH2:12][CH2:11][C@H:10]1[NH:15][C:16]1[N:21]=[C:20](Cl)[C:19]2[C:23](=[O:33])[N:24]([C:26]([O:28][C:29]([CH3:32])([CH3:31])[CH3:30])=[O:27])[CH2:25][C:18]=2[C:17]=1[F:34])=[O:7])([CH3:4])([CH3:3])[CH3:2].[F:35][C:36]1[CH:46]=[CH:45][C:39](/[CH:40]=[CH:41]/B(O)O)=[CH:38][CH:37]=1.C(=O)([O-])[O-].[Na+].[Na+]>O1CCOCC1.O.Cl[Pd](Cl)([P](C1C=CC=CC=1)(C1C=CC=CC=1)C1C=CC=CC=1)[P](C1C=CC=CC=1)(C1C=CC=CC=1)C1C=CC=CC=1>[C:1]([O:5][C:6]([NH:8][C@H:9]1[CH2:14][CH2:13][CH2:12][CH2:11][C@H:10]1[NH:15][C:16]1[N:21]=[C:20](/[CH:41]=[CH:40]/[C:39]2[CH:45]=[CH:46][C:36]([F:35])=[CH:37][CH:38]=2)[C:19]2[C:23](=[O:33])[N:24]([C:26]([O:28][C:29]([CH3:32])([CH3:31])[CH3:30])=[O:27])[CH2:25][C:18]=2[C:17]=1[F:34])=[O:7])([CH3:4])([CH3:3])[CH3:2] |f:2.3.4,^1:62,81|. Procedure details: In a 30 mL sealed cap glass vial, tert-butyl 6-((1R,2S)-2-(tert-butoxycarbonylamino)cyclohexylamino)-4-chloro-7-fluoro-3-oxo-1H-pyrrolo[3,4-c]pyridine-2(3H)-carboxylate (150 mg, 0.301 mmol), (E)-4-fluorostyrylboronic acid (49.9 mg, 0.301 mmol) and PdCl2(PPh3)2 (42.2 mg, 0.060 mmol) were dissolved in dioxane (5 mL). To the reaction mixture was added 2N aqueous sodium carbonate solution (2 mL). The cap was sealed and the reaction mixture was heated at 85° C. for 2 hours. The reaction mixture was s... The reactants are CCCCCCCCOC(=O)Cl, ClCCl, Nc1ccccc1C1Cc2ccccc2N1, c1ccncc1. The product is CCCCCCCCOC(=O)Nc1ccccc1C1Cc2ccccc2N1. As a reaction SMILES: [Cl:1][C:2](=[O:3])[O:4][CH2:5][CH2:6][CH2:7][CH2:8][CH2:9][CH2:10][CH2:11][CH3:12].[Cl:35][CH2:36][Cl:37].[NH2:13][c:14]1[c:15]([CH:20]2[NH:21][c:22]3[cH:23][cH:24][cH:25][cH:26][c:27]3[CH2:28]2)[cH:16][cH:17][cH:18][cH:19]1.[cH:29]1[cH:30][cH:31][n:32][cH:33][cH:34]1>>[C:2](=[O:3])([O:4][CH2:5][CH2:6][CH2:7][CH2:8][CH2:9][CH2:10][CH2:11][CH3:12])[NH:13][c:14]1[c:15]([CH:20]2[NH:21][c:22]3[cH:23][cH:24][cH:25][cH:26][c:27]3[CH2:28]2)[cH:16][cH:17][cH:18][cH:19]1. The reactants are COc1ccc(Cl)cc1C(=NC#N)N=c1sc(C(C)(C)C)cn1CC1(OC(C)=O)CC1, CO, [K+], [K+], O=C([O-])[O-], O. Yields the product COc1ccc(Cl)cc1C(=NC#N)N=c1sc(C(C)(C)C)cn1CC1(O)CC1. As a reaction SMILES: [C:1](=[O:2])([CH3:3])[O:4][C:5]1([CH2:8][n:9]2[c:10](=[N:18][C:19](=[N:20][C:21]#[N:22])[c:23]3[c:24]([O:30][CH3:31])[cH:25][cH:26][c:27]([Cl:29])[cH:28]3)[s:11][c:12]([C:14]([CH3:15])([CH3:16])[CH3:17])[cH:13]2)[CH2:6][CH2:7]1.[CH3:38][OH:39].[K+:32].[K+:33].[O-:34][C:35]([O-:36])=[O:37].[OH2:40]>>[OH:4][C:5]1([CH2:8][n:9]2[c:10](=[N:18][C:19](=[N:20][C:21]#[N:22])[c:23]3[c:24]([O:30][CH3:31])[cH:25][cH:26][c:27]([Cl:29])[cH:28]3)[s:11][c:12]([C:14]([CH3:15])([CH3:16])[CH3:17])[cH:13]2)[CH2:6][CH2:7]1.